Dataset: the Open Reaction Database (ORD), a public repository of structured organic reaction records. Task: describe an organic reaction: reactants, conditions, products, and yield Starting materials: CCO, Nc1c([N+](=O)[O-])ccc2ncccc12. Product: Nc1ccc2ncccc2c1N. As a reaction SMILES: [CH3:15][CH2:16][OH:17].[NH2:1][c:2]1[c:3]2[cH:4][cH:5][cH:6][n:7][c:8]2[cH:9][cH:10][c:11]1[N+:12]([O-:13])=[O:14]>>[NH2:1][c:2]1[c:3]2[cH:4][cH:5][cH:6][n:7][c:8]2[cH:9][cH:10][c:11]1[NH2:12].